From a dataset of the Open Reaction Database (ORD), a public repository of structured organic reaction records. describe an organic reaction: reactants, conditions, products, and yield Starting materials: CCOC(=O)CNc1cc(F)c(OCc2ccccc2)cc1[N+](=O)[O-], CN(C)C=O, c1c[nH]cn1. The product is CCOC(=O)CNc1cc(-n2ccnc2)c(OCc2ccccc2)cc1[N+](=O)[O-]. Reaction SMILES: [CH2:1]([CH3:2])[O:3][C:4]([CH2:5][NH:6][c:7]1[c:8]([N+:22](=[O:23])[O-:24])[cH:9][c:10]([O:14][CH2:15][c:16]2[cH:17][cH:18][cH:19][cH:20][cH:21]2)[c:11]([F:13])[cH:12]1)=[O:25].[O:31]=[CH:32][N:33]([CH3:34])[CH3:35].[nH:26]1[cH:27][n:28][cH:29][cH:30]1>>[CH2:1]([CH3:2])[O:3][C:4]([CH2:5][NH:6][c:7]1[c:8]([N+:22](=[O:23])[O-:24])[cH:9][c:10]([O:14][CH2:15][c:16]2[cH:17][cH:18][cH:19][cH:20][cH:21]2)[c:11](-[n:26]2[cH:27][n:28][cH:29][cH:30]2)[cH:12]1)=[O:25]. The reactants are COB(OC)OC (trimethylborate), BrC1=C(C=C(C=C1)OC)COC(C)OCC (1-bromo-2-(1-ethoxy-ethoxymethyl)-4-methoxy-benzene), C(CCC)[Li] (butyllithium), hexanes, Cl (HCl). Solvent: C1CCOC1 (THF). Run at temperature -78 celsius, time 15 minute. Yields the product COC1=CC2=C(B(OC2)O)C=C1 (5-Methoxy-3H-benzo[c][1,2]oxaborol-1-ol). Isolated yield 40.3%. RXN SMILES: Br[C:2]1[CH:7]=[CH:6][C:5]([O:8][CH3:9])=[CH:4][C:3]=1[CH2:10][O:11]C(OCC)C.C([Li])CCC.C[O:23][B:24](OC)OC.Cl>C1COCC1>[CH3:9][O:8][C:5]1[CH:6]=[CH:7][C:2]2[B:24]([OH:23])[O:11][CH2:10][C:3]=2[CH:4]=1. Procedure details: Dissolve 1-bromo-2-(1-ethoxy-ethoxymethyl)-4-methoxy-benzene (3.0 g, 10.3 mmol)in THF (100 mL) and cool to −78° C. Add 2.5M butyllithium in hexanes (4.6 mL, 11.4 mmol), dropwise and stir for 15 min. Add trimethylborate (2.1 g, 20.6 mmol) to the reaction mixture and warm to room temperature. Add 1N HCl (100 mL) and stir at room temperature for 2 hours. Extract three times with methylene chloride, dry the combined organic layers with sodium sulfate, filter and concentrate in vacuo to yield a crude... Starting materials: [Si](C)(C)(C(C)(C)C)OC[C@H]1N(CC(C(=C1)C)=O)C(=O)OC(C)(C)C ((S)-tert-butyl 2-((tert-butyldimethylsilyloxy)methyl)-4-methyl-5-oxo-5,6-dihydropyridine-1(2H)-carboxylate), [Si](C)(C)(C(C)(C)C)OC[C@H](C(=CC)CC)N(C(OC(C)(C)C)=O)CC(C=CC)=O ((S)-tert-butyl 1-(tert-butyldimethylsilyloxy)-3-ethylpent-3-en-2-yl(2-oxopent-3-enyl)carbamate), [Si](C)(C)(C(C)(C)C)OC[C@H](C(=CC)CC)N(C(OC(C)(C)C)=O)CC(C=CC)=O ((S)-tert-butyl 1-(tert-butyldimethylsilyloxy)-3-ethylpent-3-en-2-yl(2-oxopent-3-enyl)carbamate). Conditions: temperature 86 celsius. Product: ethyl acetate hexanes, [Si](C)(C)(C(C)(C)C)OC[C@H]1N(CC(C=C1CC)=O)C(=O)OC(C)(C)C ((S)-tert-butyl 2-((tert-butyldimethylsilyloxy)methyl)-3-ethyl-5-oxo-5,6-dihydropyridine-1(2H)-carboxylate). The yield is 54.2%. Reaction SMILES: [Si:1]([O:8][CH2:9][C@@H:10]([N:16]([CH2:24][C:25](=[O:29])C=CC)[C:17](=[O:23])[O:18][C:19]([CH3:22])([CH3:21])[CH3:20])[C:11]([CH2:14][CH3:15])=[CH:12]C)([C:4]([CH3:7])([CH3:6])[CH3:5])([CH3:3])[CH3:2].[Si](OC[C@@H]1C=C(C)C(=O)CN1C(OC(C)(C)C)=O)(C(C)(C)C)(C)C>>[Si:1]([O:8][CH2:9][C@@H:10]1[C:11]([CH2:14][CH3:15])=[CH:12][C:25](=[O:29])[CH2:24][N:16]1[C:17]([O:18][C:19]([CH3:22])([CH3:20])[CH3:21])=[O:23])([C:4]([CH3:7])([CH3:6])[CH3:5])([CH3:3])[CH3:2]. Procedure details: The title compound was prepared from (S)-tert-butyl 1-(tert-butyldimethylsilyloxy)-3-ethylpent-3-en-2-yl(2-oxopent-3-enyl)carbamate (Intermediate 206, 10.95 g, 25.72 mmol) according to the procedure described for Intermediate 7, except the reaction was heated at 86° C. for 6 days. Silica gel chromatography (0-10% ethyl acetate/hexanes) afforded the title compound (5.15 g, 54.1%) as a light yellow oil. Reactants: CO (methanol), C=CC(CCCCC(C=C)O)O (1,9-decadiene-3,8-diol), C(CC(=O)C)(=O)OC (methyl acetoacetate), C(=O)=O (CO2). Conditions: temperature 200 celsius. Yields the product CC(CCC=CCCCCC=CCCC(C)=O)=O (5,11-hexadecadiene-2,15-dione). As a reaction SMILES: [CH2:1]=[CH:2][CH:3](O)[CH2:4][CH2:5][CH2:6][CH2:7][CH:8](O)[CH:9]=[CH2:10].[C:13](OC)(=O)[CH2:14][C:15]([CH3:17])=[O:16].[C:21](=O)=O.[CH3:24][OH:25]>>[CH3:17][C:15](=[O:16])[CH2:14][CH2:13][CH:1]=[CH:2][CH2:3][CH2:4][CH2:5][CH2:6][CH:7]=[CH:8][CH2:9][CH2:10][C:24](=[O:25])[CH3:21]. Procedure details: A mixture of 36.4 g of a 91% strength (corresponding to 0.19 mole) of 1,9-decadiene-3,8-diol and 74.5 g (0.61 mole) of methyl acetoacetate was heated to 200° C. in the course of 3 h. At about 160° C., elimination of methanol began, followed by elimination of CO2. A total of 14.1 g of low boilers (bp.<70° C.) distilled off, and 9.5 l of CO2 (theory 10.2 l) were eliminated. The residue (73.5 g) was then subjected to fractional distillation under greatly reduced pressure (oil pump). The reactants are CCOC(=O)CBr, O=C([O-])[O-], C=Cc1cc(OCc2ccccc2)ccc1O, [Cs+], [Cs+], CN(C)C=O. Product: C=Cc1cc(OCc2ccccc2)ccc1OCC(=O)OCC. RXN SMILES: [Br:18][CH2:19][C:20](=[O:21])[O:22][CH2:23][CH3:24].[C:25](=[O:26])([O-:27])[O-:28].[CH2:1]([c:2]1[cH:3][cH:4][cH:5][cH:6][cH:7]1)[O:8][c:9]1[cH:10][c:11]([CH:16]=[CH2:17])[c:12]([OH:15])[cH:13][cH:14]1.[Cs+:29].[Cs+:30].[O:31]=[CH:32][N:33]([CH3:34])[CH3:35]>>[CH2:1]([c:2]1[cH:3][cH:4][cH:5][cH:6][cH:7]1)[O:8][c:9]1[cH:10][c:11]([CH:16]=[CH2:17])[c:12]([O:15][CH2:19][C:20](=[O:21])[O:22][CH2:23][CH3:24])[cH:13][cH:14]1. The reactants are CCO, NN, COC(=O)c1ccc(NC(=O)COc2ccccc2)cc1, O, O. Product: NNC(=O)c1ccc(NC(=O)COc2ccccc2)cc1. As a reaction SMILES: [CH3:26][CH2:27][OH:28].[NH2:23][NH2:24].[O:1]([c:2]1[cH:3][cH:4][cH:5][cH:6][cH:7]1)[CH2:8][C:9](=[O:10])[NH:11][c:12]1[cH:13][cH:14][c:15]([C:16](=[O:17])[O:18][CH3:19])[cH:20][cH:21]1.[OH2:22].[OH2:25]>>[O:1]([c:2]1[cH:3][cH:4][cH:5][cH:6][cH:7]1)[CH2:8][C:9](=[O:10])[NH:11][c:12]1[cH:13][cH:14][c:15]([C:16](=[O:17])[NH:23][NH2:24])[cH:20][cH:21]1.